Dataset: the Open Reaction Database (ORD), a public repository of structured organic reaction records. Task: describe an organic reaction: reactants, conditions, products, and yield RXN SMILES: Cl[C:2]1[S:3][C:4]2[CH:10]=[CH:9][C:8]([N+:11]([O-:13])=[O:12])=[CH:7][C:5]=2[N:6]=1.O1CCCC1.[CH3:19][NH:20][CH3:21].O>O1CCCC1>[CH3:19][N:20]([CH3:21])[C:2]1[S:3][C:4]2[CH:10]=[CH:9][C:8]([N+:11]([O-:13])=[O:12])=[CH:7][C:5]=2[N:6]=1 |f:1.2|. Reported procedure: In 7.4 ml of tetrahydrofuran was dissolved 160 mg of 2-chloro-5-nitro-1,3-benzothiazole, and thereto was added 1.86 ml of a 1M dimethylamine tetrahydrofuran solution, followed by 16.5 hours of stirring. Water was added to the reaction solution and the organic layer was extracted with ethyl acetate. After the organic layer was dried over anhydrous sodium sulfate, the solvent was removed by evaporation. The obtained residue was purified by silica gel column chromatography (hexane:ethyl acetate) to... Reactants: ClC=1SC2=C(N1)C=C(C=C2)[N+](=O)[O-] (2-chloro-5-nitro-1,3-benzothiazole), O1CCCC1.CNC (dimethylamine tetrahydrofuran), O (Water). Reaction conditions: time 16.5 hour. Product: CN(C=1SC2=C(N1)C=C(C=C2)[N+](=O)[O-])C (N,N-dimethyl-5-nitro-1,3-benzothiazol-2-amine). Solvent: O1CCCC1 (tetrahydrofuran). Reactants: CC(C)C[AlH]CC(C)C, CCOC(=O)C1(C)COC(C)(C)O1, CO, O. The product is CC1(C=O)COC(C)(C)O1. Reaction SMILES: [CH3:14][CH:15]([CH2:16][AlH:17][CH2:18][CH:19]([CH3:20])[CH3:21])[CH3:22].[CH3:1][C:2]1([CH3:13])[O:3][CH2:4][C:5]([C:7](=[O:8])[O:9][CH2:10][CH3:11])([CH3:12])[O:6]1.[CH3:23][OH:24].[OH2:25]>>[CH3:1][C:2]1([CH3:13])[O:3][CH2:4][C:5]([CH:7]=[O:8])([CH3:12])[O:6]1. The reactants are COC(=O)C=1N=CC=2C(N(C=CC2C1O)CC1=C(C=C(C=C1)OC)OC)=O (7-(2,4-dimethoxy-benzyl)-4-hydroxy-8-oxo-7,8-dihydro-[2,7]naphthyridine-3-carboxylic acid methyl ester), NCC(=O)O (glycine), C[O-].[Na+] (NaOMe). Yields the product COC1=C(CN2C=CC=3C(=C(N=CC3C2=O)C(=O)NCC(=O)O)O)C=CC(=C1)OC ({[7-(2,4-Dimethoxy-benzyl)-4-hydroxy-8-oxo-7,8-dihydro-[2,7]naphthyridine-3-carbonyl]-amino}-acetic acid). Isolated yield 42.7%. As a reaction SMILES: CO[C:3]([C:5]1[N:6]=[CH:7][C:8]2[C:9](=[O:27])[N:10]([CH2:16][C:17]3[CH:22]=[CH:21][C:20]([O:23][CH3:24])=[CH:19][C:18]=3[O:25][CH3:26])[CH:11]=[CH:12][C:13]=2[C:14]=1[OH:15])=[O:4].[NH2:28][CH2:29][C:30]([OH:32])=[O:31].C[O-].[Na+]>>[CH3:26][O:25][C:18]1[CH:19]=[C:20]([O:23][CH3:24])[CH:21]=[CH:22][C:17]=1[CH2:16][N:10]1[C:9](=[O:27])[C:8]2[CH:7]=[N:6][C:5]([C:3]([NH:28][CH2:29][C:30]([OH:32])=[O:31])=[O:4])=[C:14]([OH:15])[C:13]=2[CH:12]=[CH:11]1 |f:2.3|. Procedure details: A mixture of 7-(2,4-dimethoxy-benzyl)-4-hydroxy-8-oxo-7,8-dihydro-[2,7]naphthyridine-3-carboxylic acid methyl ester (25 mg, 0.068 mmol), glycine (675 mg, 8.9 mmol) and NaOMe solution (13.5 mL, 6.8 mmol, 0.5 M in MeOH) was refluxed for 16 h. Solvent was evaporated in vacuo, and the residue was dissolved in saturated NaHCO3 and washed with ether. The aqueous layer was acidified with 4 M HCl to pH about 1, and the resulting precipitate was isolated by filtration. The crude solid was further purifie... The reactants are CN, O=S(=O)(O)Cl, CS(=O)(=O)c1ccc(-c2ccsc2-c2ccc(F)cc2)cc1, C1CCOC1. Yields the product CNS(=O)(=O)c1cc(-c2ccc(S(C)(=O)=O)cc2)c(-c2ccc(F)cc2)s1. Reaction SMILES: [CH3:28][NH2:29].[Cl:23][S:24](=[O:25])(=[O:26])[OH:27].[F:1][c:2]1[cH:3][cH:4][c:5](-[c:8]2[s:9][cH:10][cH:11][c:12]2-[c:13]2[cH:14][cH:15][c:16]([S:19](=[O:20])(=[O:21])[CH3:22])[cH:17][cH:18]2)[cH:6][cH:7]1.[O:30]1[CH2:31][CH2:32][CH2:33][CH2:34]1>>[F:1][c:2]1[cH:3][cH:4][c:5](-[c:8]2[s:9][c:10]([S:24](=[O:25])(=[O:27])[NH:29][CH3:28])[cH:11][c:12]2-[c:13]2[cH:14][cH:15][c:16]([S:19](=[O:20])(=[O:21])[CH3:22])[cH:17][cH:18]2)[cH:6][cH:7]1. Reactants: C(C1=CC=CC=C1)N(C1=C(C(=CC=C1)NS(=O)(=O)C)C)CC1=CC=C(OC2=CC=C(OCCCCC(=O)O)C=C2)C=C1 (5-(4-{4-[(benzyl{2-methyl-3-[(methylsulfonyl)amino]phenyl}amino)methyl]phenoxy}phenoxy)pentanoic acid), Cl.C(C)(C)(C)OC([C@@H](N)[C@@H](C)CC)=O (L-isoleucine tert-butyl ester hydrochloride), 258B. The product is C(C1=CC=CC=C1)N(C1=C(C(=CC=C1)NS(=O)(=O)C)C)CC1=CC=C(OC2=CC=C(OCCCCC(=O)N[C@@H]([C@@H](C)CC)C(=O)O)C=C2)C=C1 (N-[5-(4-{4-[(benzyl{2-methyl-3-[(methylsulfonyl)amino]phenyl}amino)methyl]phenoxy}phenoxy)pentanoyl]-L-isoleucine). RXN SMILES: [CH2:1]([N:8]([CH2:21][C:22]1[CH:42]=[CH:41][C:25]([O:26][C:27]2[CH:40]=[CH:39][C:30]([O:31][CH2:32][CH2:33][CH2:34][CH2:35][C:36](O)=[O:37])=[CH:29][CH:28]=2)=[CH:24][CH:23]=1)[C:9]1[CH:14]=[CH:13][CH:12]=[C:11]([NH:15][S:16]([CH3:19])(=[O:18])=[O:17])[C:10]=1[CH3:20])[C:2]1[CH:7]=[CH:6][CH:5]=[CH:4][CH:3]=1.Cl.C([O:48][C:49](=[O:56])[C@H:50]([C@H:52]([CH2:54][CH3:55])[CH3:53])[NH2:51])(C)(C)C>>[CH2:1]([N:8]([CH2:21][C:22]1[CH:23]=[CH:24][C:25]([O:26][C:27]2[CH:28]=[CH:29][C:30]([O:31][CH2:32][CH2:33][CH2:34][CH2:35][C:36]([NH:51][C@H:50]([C:49]([OH:48])=[O:56])[C@H:52]([CH2:54][CH3:55])[CH3:53])=[O:37])=[CH:39][CH:40]=2)=[CH:41][CH:42]=1)[C:9]1[CH:14]=[CH:13][CH:12]=[C:11]([NH:15][S:16]([CH3:19])(=[O:17])=[O:18])[C:10]=1[CH3:20])[C:2]1[CH:3]=[CH:4][CH:5]=[CH:6][CH:7]=1 |f:1.2|. Reported procedure: The product from Example 234B and L-isoleucine tert-butyl ester hydrochloride were processed as described in Example 251A and 258B to provide the titled compound. 1H NMR (500 MHz, DMSO-d6) δ12.09-12.71 (br.s, 1 H), 8.94 (s, 1 H), 7.93 (d, 1 H), 7.23 (m, 7 H), 7.03 (t, 1 H), 6.94 (m, 6 H), 6.82 (d, 2 H), 4.19 (dd, 1 H), 4.04 (s, 2 H), 4.00 (s, 2 H), 3.93 (t, 2 H), 2.91 (s, 3 H), 2.38 (s, 3 H), 2.21 (m, 2 H), 1.59-1.80 (m, 5 H), 1.39 (m, 1 H), 1.20 (m, 1 H), 0.84 (m, 6 H); MS (ESI+) m/z 702 (M+H)+... The reactants are C1(CC1)NS(=O)(=O)CCCCCCN1CCN(CC1)C(C1=CC=CC=C1)C1=CC=C(C=C1)Cl (N-Cyclopropyl-6-[4-[(4-chlorophenyl)phenylmethyl]-1-piperazinyl]hexanesulfonamide), Cl (hydrochloric acid). The solvent is CO (methanol). Product: Cl.C1(CC1)NS(=O)(=O)CCCCCCN1CCN(CC1)C(C1=CC=CC=C1)C1=CC=C(C=C1)Cl (N-cyclopropyl-6-[4-[(4-chlorophenyl)phenylmethyl]-1-piperazinyl]hexanesulfonamide hydrochloride). Isolated yield 148.6%. RXN SMILES: [CH:1]1([NH:4][S:5]([CH2:8][CH2:9][CH2:10][CH2:11][CH2:12][CH2:13][N:14]2[CH2:19][CH2:18][N:17]([CH:20]([C:27]3[CH:32]=[CH:31][C:30]([Cl:33])=[CH:29][CH:28]=3)[C:21]3[CH:26]=[CH:25][CH:24]=[CH:23][CH:22]=3)[CH2:16][CH2:15]2)(=[O:7])=[O:6])[CH2:3][CH2:2]1.Cl>CO>[ClH:33].[CH:1]1([NH:4][S:5]([CH2:8][CH2:9][CH2:10][CH2:11][CH2:12][CH2:13][N:14]2[CH2:19][CH2:18][N:17]([CH:20]([C:27]3[CH:28]=[CH:29][C:30]([Cl:33])=[CH:31][CH:32]=3)[C:21]3[CH:22]=[CH:23][CH:24]=[CH:25][CH:26]=3)[CH2:16][CH2:15]2)(=[O:7])=[O:6])[CH2:2][CH2:3]1 |f:3.4|. Procedure details: N-Cyclopropyl-6-[4-[(4-chlorophenyl)phenylmethyl]-1-piperazinyl]hexanesulfonamide (0.90 g, 1.84 mmol) prepared in the same manner as in Example 4 was dissolved in methanol (10 ml). 2 M hydrochloric acid (factor =1.004) (0.92 ml) was added thereto, and the solvent was then removed by evaporation in vacuo. Acetone was added to the residue, and the precipitated crystals were collected by filtration. The crystals were recrystallized from ethanol, to give N-cyclopropyl-6-[4-[(4-chlorophenyl)phenylmet...